Dataset: the Open Reaction Database (ORD), a public repository of structured organic reaction records. Task: describe an organic reaction: reactants, conditions, products, and yield Reactants: BrC=1C=NC=2N(C1)N=C(C2)C(=O)O (6-bromo-pyrazolo[1,5-a]pyrimidine-2-carboxylic acid), CC1NCCC2=C(C=CC=C12)N1CCOCC1 (1-Methyl-5-morpholin-4-yl-1,2,3,4-tetrahydro-isoquinoline). Yields the product BrC=1C=NC=2N(C1)N=C(C2)C(=O)N2C(C1=CC=CC(=C1CC2)N2CCOCC2)C ((6-Bromo-pyrazolo[1,5-a]pyrimidin-2-yl)-(1-methyl-5-morpholin-4-yl-3,4-dihydro-1H-isoquinolin-2-yl)-methanone). As a reaction SMILES: [Br:1][C:2]1[CH:3]=[N:4][C:5]2[N:6]([N:8]=[C:9]([C:11]([OH:13])=O)[CH:10]=2)[CH:7]=1.[CH3:14][CH:15]1[C:24]2[C:19](=[C:20]([N:25]3[CH2:30][CH2:29][O:28][CH2:27][CH2:26]3)[CH:21]=[CH:22][CH:23]=2)[CH2:18][CH2:17][NH:16]1>>[Br:1][C:2]1[CH:3]=[N:4][C:5]2[N:6]([N:8]=[C:9]([C:11]([N:16]3[CH2:17][CH2:18][C:19]4[C:24](=[CH:23][CH:22]=[CH:21][C:20]=4[N:25]4[CH2:30][CH2:29][O:28][CH2:27][CH2:26]4)[CH:15]3[CH3:14])=[O:13])[CH:10]=2)[CH:7]=1. Reported procedure: In close analogy to the procedure described in Example 1, 6-bromo-pyrazolo[1,5-a]pyrimidine-2-carboxylic acid is reacted with 1-Methyl-5-morpholin-4-yl-1,2,3,4-tetrahydro-isoquinoline to provide the title compound in moderate yield.